This data is from the Open Reaction Database (ORD), a public repository of structured organic reaction records. The task is: describe an organic reaction: reactants, conditions, products, and yield Reactants: CN(C)CCO (N,N-dimethylaminoethanol), C(C1=CC=CC=C1)OC=1C(=NC=CC1)Br (3-Benzyloxy-2-bromopyridine), CC(C)([O-])C.[Na+] (sodium tert-butoxide). The solvent is CN(C)C=O (DMF). Conditions: temperature 80 celsius, time 1.5 hour. The product is C(C1=CC=CC=C1)OC=1C(=NC=CC1)OCCN(C)C (2-{[3-(Benzyloxy)pyridin-2-yl]oxy}-N,N-dimethylethanamine). Reaction SMILES: [CH3:1][N:2]([CH2:4][CH2:5][OH:6])[CH3:3].[CH2:7]([O:14][C:15]1[C:16](Br)=[N:17][CH:18]=[CH:19][CH:20]=1)[C:8]1[CH:13]=[CH:12][CH:11]=[CH:10][CH:9]=1.CC(C)([O-])C.[Na+]>CN(C=O)C>[CH2:7]([O:14][C:15]1[C:16]([O:6][CH2:5][CH2:4][N:2]([CH3:3])[CH3:1])=[N:17][CH:18]=[CH:19][CH:20]=1)[C:8]1[CH:9]=[CH:10][CH:11]=[CH:12][CH:13]=1 |f:2.3|. Procedure details: To a mixture of N,N-dimethylaminoethanol (4.16 g, 46.7 mmol) and (3-benzyloxy)-2-bromopyridine (from Step 1; 8.22 g, 31.1 mmol) in dry DMF (50 mL) was sodium tert-butoxide (5.98 g, 62.2 mmol) added in one portion. The reaction mixture was stirred at 80° C. for 1.5 h, the solvent was removed under reduced pressure and the oily residue was taken up between CHCl3/water. The aqueous phase was extracted twice with CHCl3 and the combined organic layers were washed once with brine, dried (MgSO4), and c...